This data is from the Open Reaction Database (ORD), a public repository of structured organic reaction records. The task is: describe an organic reaction: reactants, conditions, products, and yield Conditions: time 24 hour. Solvent: C1CCOC1 (THF). Product: C1(=CC=CC=C1)C=1OC=C(N1)CCOC=1C=C(C=O)C=CC1 (3-[2-(2-Phenyl-4-oxazolyl)ethoxy]benzaldehyde). As a reaction SMILES: [OH:1][C:2]1[CH:3]=[C:4]([CH:7]=[CH:8][CH:9]=1)[CH:5]=[O:6].[C:10]1([C:16]2[O:17][CH:18]=[C:19]([CH2:21][CH2:22]O)[N:20]=2)[CH:15]=[CH:14][CH:13]=[CH:12][CH:11]=1.C1(P(C2C=CC=CC=2)C2C=CC=CC=2)C=CC=CC=1.CC(OC(/N=N/C(OC(C)C)=O)=O)C>C1COCC1>[C:10]1([C:16]2[O:17][CH:18]=[C:19]([CH2:21][CH2:22][O:1][C:2]3[CH:3]=[C:4]([CH:7]=[CH:8][CH:9]=3)[CH:5]=[O:6])[N:20]=2)[CH:11]=[CH:12][CH:13]=[CH:14][CH:15]=1. Reactants: OC=1C=C(C=O)C=CC1 (3-hydroxybenzaldehyde), C1(=CC=CC=C1)C=1OC=C(N1)CCO (2-(2-phenyl-4-oxazolyl)ethanol), C1(=CC=CC=C1)P(C1=CC=CC=C1)C1=CC=CC=C1 (triphenylphosphine), CC(C)OC(=O)/N=N/C(=O)OC(C)C (diisopropylazodicarboxylate). Procedure details: 10.00 g (81.89 mmoles) of 3-hydroxybenzaldehyde, 15.49 g (81.89 mmoles) of 2-(2-phenyl-4-oxazolyl)ethanol, and 21.48 g (81.89 mmoles) of triphenylphosphine were dried under vacuum and combined with 200 mL THF under N2. The mixture was treated with 16.12 mL (81.89 mmoles) of diisopropylazodicarboxylate added dropwise over 0.25 hr resulting in a mild exotherm. After stirring for 24 hr at ambient temperature, the crude reaction mixture was concentrated under reduced pressure to a viscous amber oil.... Reactants: [BH4-], CC(C)(C)Nc1ccc2c(n1)C(=O)CCC(c1cccc(F)c1F)C2, CO, [Na+]. Yields the product CC(C)(C)Nc1ccc2c(n1)C(O)CCC(c1cccc(F)c1F)C2. RXN SMILES: [BH4-:1].[C:3]([CH3:4])([CH3:5])([CH3:6])[NH:7][c:8]1[cH:9][cH:10][c:11]2[c:12]([n:13]1)[C:14](=[O:27])[CH2:15][CH2:16][CH:17]([c:19]1[c:20]([F:26])[c:21]([F:25])[cH:22][cH:23][cH:24]1)[CH2:18]2.[CH3:28][OH:29].[Na+:2]>>[C:3]([CH3:4])([CH3:5])([CH3:6])[NH:7][c:8]1[cH:9][cH:10][c:11]2[c:12]([n:13]1)[CH:14]([OH:27])[CH2:15][CH2:16][CH:17]([c:19]1[c:20]([F:26])[c:21]([F:25])[cH:22][cH:23][cH:24]1)[CH2:18]2. Reactants: COC(=O)C=1NC2=CC=CC(=C2C1)OC (4-methoxy-1H-indole-2-carboxylic acid methyl ester), BrCC1=CC=CC2=CC=CC=C12 (1-bromomethyl-naphthalene). Product: COC1=C2C=C(N(C2=CC=C1)CC1=CC=CC2=CC=CC=C12)C(=O)O (4-Methoxy-1-naphthalen-1-ylmethyl-1H-indole-2-carboxylic acid). Reaction SMILES: C[O:2][C:3]([C:5]1[NH:6][C:7]2[C:12]([CH:13]=1)=[C:11]([O:14][CH3:15])[CH:10]=[CH:9][CH:8]=2)=[O:4].Br[CH2:17][C:18]1[C:27]2[C:22](=[CH:23][CH:24]=[CH:25][CH:26]=2)[CH:21]=[CH:20][CH:19]=1>>[CH3:15][O:14][C:11]1[CH:10]=[CH:9][CH:8]=[C:7]2[C:12]=1[CH:13]=[C:5]([C:3]([OH:2])=[O:4])[N:6]2[CH2:17][C:18]1[C:27]2[C:22](=[CH:23][CH:24]=[CH:25][CH:26]=2)[CH:21]=[CH:20][CH:19]=1. Procedure details: Using general procedure B, 4-methoxy-1H-indole-2-carboxylic acid methyl ester was coupled with 1-bromomethyl-naphthalene and the product obtained was hydrolyzed to give the title compound as a pale yellow solid. MS: 330.1 ([M−H]−). Reactants: [BH4-], CCC(CC)CCN, CO, COc1cc(C=O)ccc1Oc1cnc(C(N)=O)cn1, [Na+]. Yields the product CCC(CC)CCNCc1ccc(Oc2cnc(C(N)=O)cn2)c(OC)c1. RXN SMILES: [BH4-:29].[CH2:21]([CH3:22])[CH:23]([CH2:24][CH2:25][NH2:26])[CH2:27][CH3:28].[CH3:31][OH:32].[CH:1](=[O:2])[c:3]1[cH:4][c:5]([O:19][CH3:20])[c:6]([O:7][c:8]2[n:9][cH:10][c:11]([C:14](=[O:15])[NH2:16])[n:12][cH:13]2)[cH:17][cH:18]1.[Na+:30]>>[CH2:1]([c:3]1[cH:4][c:5]([O:19][CH3:20])[c:6]([O:7][c:8]2[n:9][cH:10][c:11]([C:14](=[O:15])[NH2:16])[n:12][cH:13]2)[cH:17][cH:18]1)[NH:26][CH2:25][CH2:24][CH:23]([CH2:21][CH3:22])[CH2:27][CH3:28]. Reactants: C1N(CC2C1CNC2)C2=NC(=NC(=C2)C(F)(F)F)N(C)C ([4-(Hexahydro-pyrrolo[3,4-c]pyrrol-2-yl)-6-trifluoromethyl-pyrimidin-2-yl]-dimethyl-amine), FC=1C=CC(=C(C(=O)O)C1)N1N=CC=N1 (5-Fluoro-2-[1,2,3]triazol-2-yl-benzoic acid). The product is FC=1C=CC(=C(C1)C(=O)N1CC2C(C1)CN(C2)C2=NC(=NC(=C2)C(F)(F)F)N(C)C)N2N=CC=N2 (4-[5-{[5-Fluoro-2-(2H-1,2,3-triazol-2-yl)phenyl]carbonyl}hexahydropyrrolo[3,4-c]pyrrol-2(1H)-yl]-N,N-dimethyl-6-(trifluoromethyl)pyrimidin-2-amine). RXN SMILES: [CH2:1]1[CH:5]2[CH2:6][NH:7][CH2:8][CH:4]2[CH2:3][N:2]1[C:9]1[CH:14]=[C:13]([C:15]([F:18])([F:17])[F:16])[N:12]=[C:11]([N:19]([CH3:21])[CH3:20])[N:10]=1.[F:22][C:23]1[CH:24]=[CH:25][C:26]([N:32]2[N:36]=[CH:35][CH:34]=[N:33]2)=[C:27]([CH:31]=1)[C:28](O)=[O:29]>>[F:22][C:23]1[CH:24]=[CH:25][C:26]([N:32]2[N:36]=[CH:35][CH:34]=[N:33]2)=[C:27]([C:28]([N:7]2[CH2:6][CH:5]3[CH2:1][N:2]([C:9]4[CH:14]=[C:13]([C:15]([F:18])([F:17])[F:16])[N:12]=[C:11]([N:19]([CH3:21])[CH3:20])[N:10]=4)[CH2:3][CH:4]3[CH2:8]2)=[O:29])[CH:31]=1. Procedure: The title compound was prepared in a manner analogous to Example 15 utilizing Intermediate 36 and Intermediate 1. MS (ESI): mass calculated for C22H22F4N8O, 490.46; m/z found 490.9 [M+H]+. 1H NMR (400 MHz, CDCl3): 8.00-7.92 (m, 1H), 7.78-7.64 (m, 2H), 7.26-7.20 (m, 1H), 7.17-7.11 (m, 1H), 5.87 (br s, 1H), 3.96-2.87 (m, 16H). The product is CC(C)S(=O)(=O)NC1Cc2ccc(-c3cccc(N)c3)cc2C1. As a reaction SMILES: [CH3:28][CH2:29][OH:30].[H:26][H:27].[N+:1]([O-:2])(=[O:3])[c:4]1[cH:5][c:6](-[c:10]2[cH:11][c:12]3[c:16]([cH:17][cH:18]2)[CH2:15][CH:14]([NH:19][S:20](=[O:21])(=[O:22])[CH:23]([CH3:24])[CH3:25])[CH2:13]3)[cH:7][cH:8][cH:9]1>>[NH2:1][c:4]1[cH:5][c:6](-[c:10]2[cH:11][c:12]3[c:16]([cH:17][cH:18]2)[CH2:15][CH:14]([NH:19][S:20](=[O:21])(=[O:22])[CH:23]([CH3:24])[CH3:25])[CH2:13]3)[cH:7][cH:8][cH:9]1. Reactants: CCO, [H][H], CC(C)S(=O)(=O)NC1Cc2ccc(-c3cccc([N+](=O)[O-])c3)cc2C1. Reactants: C1COCCO1, Cl, [Na+], [OH-], OC1CC(CN2CCC(c3ccccc3)CC2)CCc2ccccc21. The product is Cl, C1=CC(CN2CCC(c3ccccc3)CC2)CCc2ccccc21. Reaction SMILES: [CH2:29]1[O:30][CH2:31][CH2:32][O:33][CH2:34]1.[ClH:26].[Na+:28].[OH-:27].[c:1]1([CH:7]2[CH2:8][CH2:9][N:10]([CH2:13][CH:14]3[CH2:15][CH:16]([OH:25])[c:17]4[c:18]([cH:21][cH:22][cH:23][cH:24]4)[CH2:19][CH2:20]3)[CH2:11][CH2:12]2)[cH:2][cH:3][cH:4][cH:5][cH:6]1>>[ClH:26].[c:1]1([CH:7]2[CH2:8][CH2:9][N:10]([CH2:13][CH:14]3[CH:15]=[CH:16][c:17]4[c:18]([cH:21][cH:22][cH:23][cH:24]4)[CH2:19][CH2:20]3)[CH2:11][CH2:12]2)[cH:2][cH:3][cH:4][cH:5][cH:6]1.